This data is from the Open Reaction Database (ORD), a public repository of structured organic reaction records. The task is: describe an organic reaction: reactants, conditions, products, and yield Reaction SMILES: [CH3:1][O:2][C:3]1[C:8]([N+:9]([O-:11])=[O:10])=[C:7]([C:12](OCC)=[O:13])[CH:6]=[C:5]([CH3:17])[N:4]=1.CC(C[AlH]CC(C)C)C>C(Cl)Cl>[OH:13][CH2:12][C:7]1[CH:6]=[C:5]([CH3:17])[N:4]=[C:3]([O:2][CH3:1])[C:8]=1[N+:9]([O-:11])=[O:10]. Reaction conditions: time 1 hour. Procedure: To a −70° C. solution of ester from step B (5.4 g, 22.5 mmol) in 140 mL of DCM was added 56.2 mL (56.2 mmol) of DIBAL-H (1M in hexane) by dropping funnel. The resulting solution was stirred for 1 h then warrned to room temperature over an additional hour. The reaction mixture was quenched by the careful addition of saturated NaK tartrate. Stirring was continued for 30 min then the solid was filtered and washed with 100 mL of DCM. The filtrate was extracted with 2×50 mL of saturated NaK tartrate ... Starting materials: COC1=NC(=CC(=C1[N+](=O)[O-])C(=O)OCC)C (Ethyl 2-Methoxy-6-methyl-3-nitropyridine 4-Carboxylate), CC(C)C[AlH]CC(C)C (DIBAL-H). The product is OCC1=C(C(=NC(=C1)C)OC)[N+](=O)[O-] (4-Hydroxymethyl-2-methoxy-6-methyl-3-nitropyridine). Run in C(Cl)Cl (DCM). The reactants are N (Ammonia), C(C)OC(=O)C=1C2=C(C(=NC1)Cl)C(=CS2)COC2=CC(=CC=C2)C=2OC(=NN2)C (4-chloro-3-[3-(5-methyl-[1,3,4]oxadiazol-2-yl)-phenoxymethyl]-thieno[3,2-c]pyridine-7-carboxylic acid ethyl ester). Solvent: CC(C)O (2-propanol). Conditions: temperature 140 celsius. The product is C(C)OC(=O)C=1C2=C(C(=NC1)N)C(=CS2)COC2=CC(=CC=C2)C=2OC(=NN2)C (4-amino-3-[3-(5-methyl-[1,3,4]oxadiazol-2-yl)-phenoxymethyl]-thieno[3,2-c]pyridine-7-carboxylic acid ethyl ester). As a reaction SMILES: [NH3:1].[CH2:2]([O:4][C:5]([C:7]1[C:8]2[S:16][CH:15]=[C:14]([CH2:17][O:18][C:19]3[CH:24]=[CH:23][CH:22]=[C:21]([C:25]4[O:26][C:27]([CH3:30])=[N:28][N:29]=4)[CH:20]=3)[C:9]=2[C:10](Cl)=[N:11][CH:12]=1)=[O:6])[CH3:3]>CC(O)C>[CH2:2]([O:4][C:5]([C:7]1[C:8]2[S:16][CH:15]=[C:14]([CH2:17][O:18][C:19]3[CH:24]=[CH:23][CH:22]=[C:21]([C:25]4[O:26][C:27]([CH3:30])=[N:28][N:29]=4)[CH:20]=3)[C:9]=2[C:10]([NH2:1])=[N:11][CH:12]=1)=[O:6])[CH3:3]. Procedure details: Ammonia gas was bubbled into a solution of 4-chloro-3-[3-(5-methyl-[1,3,4]oxadiazol-2-yl)-phenoxymethyl]-thieno[3,2-c]pyridine-7-carboxylic acid ethyl ester (0.12 g, 0.29 mmol) (from Example 8 supra) in 2-propanol (15 mL) for 20 minutes. The mixture was heated in a microwave reactor at 140° C. for 2 hours. The reaction mixture was concentrated. The residue washed with hot methanol, filtered and dried to give 4-amino-3-[3-(5-methyl-[1,3,4]oxadiazol-2-yl)-phenoxymethyl]-thieno[3,2-c]pyridine-7-car... Reactants: [H-].[Na+] (sodium hydride), COCOC1=CC=C(C=C1)C1=CC(=C2C(=N1)N(N=C2C)C2OCCCC2)CN2C(CNC(C2)(C)C)(C)C (6-(4-methoxymethoxy-phenyl)-3-methyl-1-(tetrahydro-pyran-2-yl)-4-(2,2,5,5-tetramethyl-piperazin-1-ylmethyl)-1H-pyrazolo[3,4-b]pyridine), COCC(=O)Cl (2-methoxyacetyl chloride). Solvent: C1CCOC1 (THF). The product is COCC(=O)N1C(CN(C(C1)(C)C)CC1=C2C(=NC(=C1)C1=CC=C(C=C1)OCOC)N(N=C2C)C2OCCCC2)(C)C (2-Methoxy-1-{4-[6-(4-methoxymethoxy-phenyl)-3-methyl-1-(tetrahydro-pyran-2-yl)-1H-pyrazolo[3,4-b]pyridin-4-ylmethyl]-2,2,5,5-tetramethyl-piperazin-1-yl}-ethanone). The yield is 102.4%. RXN SMILES: [H-].[Na+].[CH3:3][O:4][CH2:5][O:6][C:7]1[CH:12]=[CH:11][C:10]([C:13]2[N:18]=[C:17]3[N:19]([CH:23]4[CH2:28][CH2:27][CH2:26][CH2:25][O:24]4)[N:20]=[C:21]([CH3:22])[C:16]3=[C:15]([CH2:29][N:30]3[CH2:35][C:34]([CH3:37])([CH3:36])[NH:33][CH2:32][C:31]3([CH3:39])[CH3:38])[CH:14]=2)=[CH:9][CH:8]=1.[CH3:40][O:41][CH2:42][C:43](Cl)=[O:44]>C1COCC1>[CH3:40][O:41][CH2:42][C:43]([N:33]1[CH2:32][C:31]([CH3:39])([CH3:38])[N:30]([CH2:29][C:15]2[CH:14]=[C:13]([C:10]3[CH:9]=[CH:8][C:7]([O:6][CH2:5][O:4][CH3:3])=[CH:12][CH:11]=3)[N:18]=[C:17]3[N:19]([CH:23]4[CH2:28][CH2:27][CH2:26][CH2:25][O:24]4)[N:20]=[C:21]([CH3:22])[C:16]=23)[CH2:35][C:34]1([CH3:37])[CH3:36])=[O:44] |f:0.1|. Procedure details: To 16 mg sodium hydride (60% in mineral oil) in 2 ml of abs. THF were added 80 mg of 6-(4-methoxymethoxy-phenyl)-3-methyl-1-(tetrahydro-pyran-2-yl)-4-(2,2,5,5-tetramethyl-piperazin-1-ylmethyl)-1H-pyrazolo[3,4-b]pyridine and after 10 min 17 mg of 2-methoxyacetyl chloride were added. After 16 h at rt the reaction was quenched by the addition of water, the layers were separated and the aqueous layer was extracted with ethyl acetate twice. The combined organic layers were dried and concetrated in va...